From a dataset of the Open Reaction Database (ORD), a public repository of structured organic reaction records. describe an organic reaction: reactants, conditions, products, and yield Starting materials: [BH4-], CCCc1ccc(C(=O)O)cc1, CO, [Na+], [Na+], C1CCOC1, [OH-], O=S(=O)(O)O. Yields the product CCCc1ccc(CO)cc1. As a reaction SMILES: [BH4-:1].[CH2:8]([CH2:9][CH3:10])[c:11]1[cH:12][cH:13][c:14]([C:15](=[O:16])[OH:17])[cH:18][cH:19]1.[CH3:27][OH:28].[Na+:21].[Na+:2].[O:22]1[CH2:23][CH2:24][CH2:25][CH2:26]1.[OH-:20].[S:3](=[O:4])(=[O:5])([OH:6])[OH:7]>>[CH2:8]([CH2:9][CH3:10])[c:11]1[cH:12][cH:13][c:14]([CH2:15][OH:16])[cH:18][cH:19]1. The reactants are P12(=S)SP3(=S)SP(=S)(S1)SP(=S)(S2)S3 (P4S10), ClCCC[Si](OCC)(OCC)OCC (chloropropyltriethoxysilane), [S-2].[Na+].[Na+] (sodium sulfide). Run at temperature 200 celsius, time 2.5 hour. Yields the product C(C)O[Si](OCC)(OCC)CCCSP(SCCC[Si](OCC)(OCC)OCC)(SCCC[Si](OCC)(OCC)OCC)=S (tetrathiophosphoric acid S,S,S-tris (triethoxysilylpropyl) ester). Isolated yield 314.1%. RXN SMILES: [P:1]12([S:13]P3(SP(SP(S3)([S:9]1)=S)(=S)[S:3]2)=S)=[S:2].Cl[CH2:16][CH2:17][CH2:18][Si:19]([O:26][CH2:27][CH3:28])([O:23][CH2:24][CH3:25])[O:20][CH2:21][CH3:22].[S-2].[Na+].[Na+]>>[CH2:21]([O:20][Si:19]([CH2:18][CH2:17][CH2:16][S:3][P:1](=[S:2])([S:13][CH2:16][CH2:17][CH2:18][Si:19]([O:20][CH2:21][CH3:22])([O:26][CH2:27][CH3:28])[O:23][CH2:24][CH3:25])[S:9][CH2:16][CH2:17][CH2:18][Si:19]([O:23][CH2:24][CH3:25])([O:20][CH2:21][CH3:22])[O:26][CH2:27][CH3:28])([O:26][CH2:27][CH3:28])[O:23][CH2:24][CH3:25])[CH3:22] |f:2.3.4|. Procedure details: A mixture of 30.8 g (69.2 mmol) P4S10, 200.0 g (830.3 mmol) chloropropyltriethoxysilane and 32.4 g (415.3 mmol) sodium sulfide (Na2S) is initially introduced into a 500 ml three-necked flask in an argon atmosphere and is heated to 200° C. After stirring at 200° C. for 2.5 h, insoluble constituents are filtered off. All the volatile constituents are removed in vacuo. 168.5 g (79% yield) of tetrathiophosphoric acid S,S,S-tris (triethoxysilylpropyl) ester are obtained as a pale yellow clear liquid. Starting materials: CC(=O)O, CC(=O)[O-], CC(=O)[O-], CC(=O)O, CSc1ccc([N+](=O)[O-])cc1, ClCCl, O=[IH2]c1ccccc1, NS(=O)(=O)c1ccc([N+](=O)[O-])cc1, [Rh+2]. Yields the product CS(=NS(=O)(=O)c1ccc([N+](=O)[O-])cc1)c1ccc([N+](=O)[O-])cc1. Reaction SMILES: [C:1]([OH:2])(=[O:3])[CH3:4].[C:44]([O-:45])(=[O:46])[CH3:47].[C:49]([O-:50])(=[O:51])[CH3:52].[C:5]([OH:6])(=[O:7])[CH3:8].[CH3:17][S:18][c:19]1[cH:20][cH:21][c:22]([N+:25](=[O:26])[O-:27])[cH:23][cH:24]1.[Cl:41][CH2:42][Cl:43].[IH2:9]([c:10]1[cH:11][cH:12][cH:13][cH:14][cH:15]1)=[O:16].[N+:28](=[O:29])([O-:30])[c:31]1[cH:32][cH:33][c:34]([S:37](=[O:38])(=[O:39])[NH2:40])[cH:35][cH:36]1.[Rh+2:48]>>[CH3:17][S:18]([c:19]1[cH:20][cH:21][c:22]([N+:25](=[O:26])[O-:27])[cH:23][cH:24]1)=[N:40][S:37]([c:34]1[cH:33][cH:32][c:31]([N+:28](=[O:29])[O-:30])[cH:36][cH:35]1)(=[O:38])=[O:39]. Starting materials: COCCC(=O)C=1C=C2C(N(C(NC2=CC1C(F)(F)F)=O)NS(=O)(=O)C)=O (N-[6-(3-methoxy-propionyl)-2,4-dioxo-7-trifluoromethyl-1,4-dihydro-2H-quinazolin-3-yl]-methanesulfonamide), [BH4-].[Na+] (NaBH4), Cl (HCl). Run in O (water), CO (MeOH). Yields the product OC(CCOC)C=1C=C2C(N(C(NC2=CC1C(F)(F)F)=O)NS(=O)(=O)C)=O (N-[6-(1-Hydroxy-3-methoxy-propyl)-2,4-dioxo-7-trifluoromethyl-1,4-dihydro-2H-quinazolin-3-yl]-methanesulfonamide). Yield: 94.5%. As a reaction SMILES: [CH3:1][O:2][CH2:3][CH2:4][C:5]([C:7]1[CH:8]=[C:9]2[C:14](=[CH:15][C:16]=1[C:17]([F:20])([F:19])[F:18])[NH:13][C:12](=[O:21])[N:11]([NH:22][S:23]([CH3:26])(=[O:25])=[O:24])[C:10]2=[O:27])=[O:6].[BH4-].[Na+].Cl>CO.O>[OH:6][CH:5]([C:7]1[CH:8]=[C:9]2[C:14](=[CH:15][C:16]=1[C:17]([F:18])([F:19])[F:20])[NH:13][C:12](=[O:21])[N:11]([NH:22][S:23]([CH3:26])(=[O:25])=[O:24])[C:10]2=[O:27])[CH2:4][CH2:3][O:2][CH3:1] |f:1.2|. Reported procedure: A solution of N-[6-(3-methoxy-propionyl)-2,4-dioxo-7-trifluoromethyl-1,4-dihydro-2H-quinazolin-3-yl]-methanesulfonamide (118 mg, 0.288 mmol) in MeOH (3 mL) at r.t. was treated with NaBH4 (77 mg, 2.03 mmol), added portionwise over a period of 3 h. After disappearance of the starting material, the reaction mixture was acidified with 2M aq HCl and diluted with water. The aqueous phase was extracted with EtOAc (2×), the organic phases were combined, washed with brine and dried (Na2SO4) and evaporate...